Dataset: the Open Reaction Database (ORD), a public repository of structured organic reaction records. Task: describe an organic reaction: reactants, conditions, products, and yield The reactants are O=[N+]([O-])c1c(NCc2ccccc2)cc(C(F)(F)F)nc1NCc1ccccc1, C1CCOC1, CO, O. Product: Nc1c(NCc2ccccc2)cc(C(F)(F)F)nc1NCc1ccccc1. Reaction SMILES: [CH2:1]([c:2]1[cH:3][cH:4][cH:5][cH:6][cH:7]1)[NH:8][c:9]1[n:10][c:11]([C:26]([F:27])([F:28])[F:29])[cH:12][c:13]([NH:18][CH2:19][c:20]2[cH:21][cH:22][cH:23][cH:24][cH:25]2)[c:14]1[N+:15]([O-:16])=[O:17].[CH2:31]1[O:32][CH2:33][CH2:34][CH2:35]1.[CH3:36][OH:37].[OH2:30]>>[CH2:1]([c:2]1[cH:3][cH:4][cH:5][cH:6][cH:7]1)[NH:8][c:9]1[n:10][c:11]([C:26]([F:27])([F:28])[F:29])[cH:12][c:13]([NH:18][CH2:19][c:20]2[cH:21][cH:22][cH:23][cH:24][cH:25]2)[c:14]1[NH2:15]. Reported procedure: Lithium hydroxide (0.75 mg, 18 mmol) was added to a cooled solution of methyl 2-(1-(3,4-dichlorophenylsulfonyl)piperidin-2-yl)acetate (2.1 g, 6 mmol) in methanol (20 ml) and water (20 ml), and stirring was carried out for 16 h at room temperature (TLC monitoring). The solvent was removed using a rotary evaporator and the residue was taken up in water. The aqueous phase was washed with ethyl acetate and then acidified with 1 M HCl, and the product was extracted with ethyl acetate, and the organic... Reaction conditions: time 16 hour. The solvent is CO (methanol), O (water). Reaction SMILES: [OH-].[Li+].[Cl:3][C:4]1[CH:5]=[C:6]([S:11]([N:14]2[CH2:19][CH2:18][CH2:17][CH2:16][CH:15]2[CH2:20][C:21]([O:23]C)=[O:22])(=[O:13])=[O:12])[CH:7]=[CH:8][C:9]=1[Cl:10]>CO.O>[Cl:3][C:4]1[CH:5]=[C:6]([S:11]([N:14]2[CH2:19][CH2:18][CH2:17][CH2:16][CH:15]2[CH2:20][C:21]([OH:23])=[O:22])(=[O:12])=[O:13])[CH:7]=[CH:8][C:9]=1[Cl:10] |f:0.1|. The reactants are [OH-].[Li+] (Lithium hydroxide), ClC=1C=C(C=CC1Cl)S(=O)(=O)N1C(CCCC1)CC(=O)OC (methyl 2-(1-(3,4-dichlorophenylsulfonyl)piperidin-2-yl)acetate). Yields the product ClC=1C=C(C=CC1Cl)S(=O)(=O)N1C(CCCC1)CC(=O)O (2-(1-(3,4-Dichlorophenylsulfonyl)piperidin-2-yl)acetic acid). Reactants: CC(C)OC=1C=C(C=C2C=C(NC12)C(=O)N)OC1=CC=C(C=C1)S(=O)(=O)C (7-(1-methylethoxy)-5-[4-(methylsulfonyl)phenoxy]-1H-indole-2-carboxamide), COC=1C=CC(=CC1)P2(=S)SP(=S)(S2)C=3C=CC(=CC3)OC (Lawesson's reagent). Solvent: O1CCCC1 (tetrahydrofuran). Reaction conditions: temperature 60 celsius, time 40 minute. Product: CC(C)OC=1C=C(C=C2C=C(NC12)C(N)=S)OC1=CC=C(C=C1)S(=O)(=O)C (7-(1-Methylethoxy)-5-[4-(methylsulfonyl)phenoxy]-1H-indole-2-carbothioamide). Yield: 117.6%. Reaction SMILES: [CH3:1][CH:2]([O:4][C:5]1[CH:6]=[C:7]([O:17][C:18]2[CH:23]=[CH:22][C:21]([S:24]([CH3:27])(=[O:26])=[O:25])=[CH:20][CH:19]=2)[CH:8]=[C:9]2[C:13]=1[NH:12][C:11]([C:14]([NH2:16])=O)=[CH:10]2)[CH3:3].COC1C=CC(P2(SP(C3C=CC(OC)=CC=3)(=S)S2)=[S:37])=CC=1>O1CCCC1>[CH3:1][CH:2]([O:4][C:5]1[CH:6]=[C:7]([O:17][C:18]2[CH:19]=[CH:20][C:21]([S:24]([CH3:27])(=[O:25])=[O:26])=[CH:22][CH:23]=2)[CH:8]=[C:9]2[C:13]=1[NH:12][C:11]([C:14](=[S:37])[NH2:16])=[CH:10]2)[CH3:3]. Reported procedure: To a solution of 7-(1-methylethoxy)-5-[4-(methylsulfonyl)phenoxy]-1H-indole-2-carboxamide (700 mg) in tetrahydrofuran (40 mL) was added Lawesson's reagent (729 mg) and the mixture was stirred at 60° C. for 40 min. The mixture was concentrated under reduced pressure. The residue was purified by silica gel column chromatography (ethyl acetate/hexane=5/95 to 50/50, volume ratio) to give the title compound (857 mg, 100%) as a yellow amorphous solid. MS 405 (MH+).